Dataset: the Open Reaction Database (ORD), a public repository of structured organic reaction records. Task: describe an organic reaction: reactants, conditions, products, and yield Reactants: Br (hydrobromide), solution, BrC=1C=CC(=C(CO)C1)Cl (5-bromo-2-chlorobenzyl alcohol). Conditions: temperature 70 celsius. Product: BrC=1C=CC(=C(CBr)C1)Cl (5-bromo-2-chlorobenzylbromide). As a reaction SMILES: [BrH:1].[Br:2][C:3]1[CH:4]=[CH:5][C:6]([Cl:11])=[C:7]([CH:10]=1)[CH2:8]O>>[Br:2][C:3]1[CH:4]=[CH:5][C:6]([Cl:11])=[C:7]([CH:10]=1)[CH2:8][Br:1]. Procedure details: An aqueous hydrobromide acid solution (2 M, 2 ml) was added to 5-bromo-2-chlorobenzyl alcohol (Aldrich Co., 1 g), and the mixture was stirred with heating at 70° C. for 1 hr. After completion of the reaction, the mixture was extracted three times with diethyl ether. The organic layer was dried and the solvent was evaporated under reduced pressure to give 5-bromo-2-chlorobenzylbromide (1.3 g). Reactants: BrC1=CC=C(CBr)C=C1 (4-bromobenzyl bromide), Cl (HCl), O1[C@@H](C1)[C@H](CC1=CC=CC=C1)NC(OC(C)(C)C)=O (tert-Butyl(1S)-1-[(2R)-oxiran-2-yl]-2-phenylethylcarbamate), C(CC(=O)OCC)(=O)OCC (diethyl malonate), CC[O-].[Na+] (NaOEt). Solvent: C(C)O (ethanol), C(C)O (ethanol). Run at temperature 25 celsius, time 18 hour. Product: BrC1=CC=C(CC2(C(O[C@@H](C2)[C@H](CC2=CC=CC=C2)NC(=O)OC(C)(C)C)=O)C(=O)OCC)C=C1 (ethyl(5S)-3-(4-bromobenzyl)-5-{(1S)-1-[(tert-butoxycarbonyl)amino]-2-phenylethyl}-2-oxotetrahydro-3-furancarboxylate). Yield: 107.9%. As a reaction SMILES: O1C[C@H]1[C@@H:4]([NH:12][C:13](=[O:19])[O:14][C:15]([CH3:18])([CH3:17])[CH3:16])[CH2:5][C:6]1[CH:11]=[CH:10][CH:9]=[CH:8][CH:7]=1.[C:20]([O:28][CH2:29][CH3:30])(=[O:27])[CH2:21][C:22]([O:24][CH2:25][CH3:26])=[O:23].CC[O-].[Na+].[Br:35][C:36]1[CH:43]=[CH:42][C:39]([CH2:40]Br)=[CH:38][CH:37]=1.Cl>C(O)C>[Br:35][C:36]1[CH:43]=[CH:42][C:39]([CH2:40][C:21]2([C:22]([O:24][CH2:25][CH3:26])=[O:23])[CH2:30][C@@H:29]([C@@H:4]([NH:12][C:13]([O:14][C:15]([CH3:16])([CH3:17])[CH3:18])=[O:19])[CH2:5][C:6]3[CH:7]=[CH:8][CH:9]=[CH:10][CH:11]=3)[O:28][C:20]2=[O:27])=[CH:38][CH:37]=1 |f:2.3|. Reported procedure: A solution of tert-Butyl(1S)-1-[(2R)-oxiran-2-yl]-2-phenylethylcarbamate (10.0 g, 38.0 mmol) and diethyl malonate (5.8 ml, 38.2 mmol) in ethanol (30 mL) at 0° C. was treated with a solution of NaOEt (13.5 mL, 21% in ethanol) over 10 minutes. The reaction was warmed to 25° C. and stirred for 18 hours. The reaction was re-cooled to 0° C. and treated with a solution of 4-bromobenzyl bromide (9.5 g, 38.0 mmol) in ethanol (40 mL), stirred at 50° C. for 3 hours, cooled to 0° C. and adjusted to neutral... The reactants are N[C@H]1CN(CCC1)C1=CC(N(C(N1CC1=C(C#N)C=CC=C1)=O)CC1=CC(=CC=C1)C#N)=O (2-{6-[3(R)-Amino-piperidin-1-yl]-3-(3-cyano-benzyl)-2,4-dioxo-3,4-dihydro-2H-pyrimidin-1-ylmethyl}-benzonitrile), BrCC=1C(=CC=CC1)C#N (α-bromo-o-tolunitrile). The product is N[C@H]1CN(CCC1)C1=CC(N(C(N1CC1=C(C#N)C=CC=C1)=O)CC1=C(C=CC=C1)C#N)=O (2-{6-[3(R)-Amino-piperidin-1-yl]-3-(2-cyano-benzyl)-2,4-dioxo-3,4-dihydro-2H-pyrimidin-1-ylmethyl}-benzonitrile). Reaction SMILES: [NH2:1][C@@H:2]1[CH2:7][CH2:6][CH2:5][N:4]([C:8]2[N:13]([CH2:14][C:15]3[CH:22]=[CH:21][CH:20]=[CH:19][C:16]=3[C:17]#[N:18])[C:12](=[O:23])[N:11]([CH2:24]C3C=CC=C(C#N)C=3)[C:10](=[O:33])[CH:9]=2)[CH2:3]1.BrC[C:36]1[C:37]([C:42]#[N:43])=[CH:38][CH:39]=[CH:40][CH:41]=1>>[NH2:1][C@@H:2]1[CH2:7][CH2:6][CH2:5][N:4]([C:8]2[N:13]([CH2:14][C:15]3[CH:22]=[CH:21][CH:20]=[CH:19][C:16]=3[C:17]#[N:18])[C:12](=[O:23])[N:11]([CH2:24][C:36]3[CH:41]=[CH:40][CH:39]=[CH:38][C:37]=3[C:42]#[N:43])[C:10](=[O:33])[CH:9]=2)[CH2:3]1. Procedure details: Title compound 18 was prepared by the methods used in the preparation of compound 17, except that α-bromo-o-tolunitrile was used in the place of m-cyano-benzyl bromide. 1H-NMR (400 MHz, CDCl3-CD3OD 10:1) δ 7.64 (d, J=6.8 Hz, 1H), 7.60 (d, J=7.8 Hz, 1H), 7.55 (t, J=7.8 Hz, 2H), 7.44 (t, J=7.6 Hz, 1H), 7.38 (t, J=7.5 Hz, 1H), 7.31 (t, J=7.6 Hz, 1H), 7.27 (d, J=7.8 Hz, 1H), 7.12 (d, J=7.8 Hz, 1H), 5.45 (s, 1H), 5.15-5.32 (m, 4H), 3.36-3.47 (m, 2H), 2.98 (m, 2H), 2.10 (m, 1H), 1.91 (m, 1H), 1.68 (m,... Reactants: C(C1=CC=CC=C1)N1C=NC(=C1)I (1-benzyl-4-iodo-1H-imidazole), CC[Mg+].[Br-] (EtMgBr), C(C1=CC=CC=C1)N1C=NC(=C1)C1(COC1)O (3-(1-benzyl-1H-imidazol-4-yl)oxetan-3-ol), [NH4+].[Cl-] (NH4Cl). Solvent: C(Cl)Cl (DCM). Reaction conditions: time 8 hour. Product: N1C=NC(=C1)C1(COC1)O (3-(1H-imidazol-4-yl)oxetan-3-ol). RXN SMILES: C([N:8]1[CH:12]=[C:11]([C:13]2([OH:17])[CH2:16][O:15][CH2:14]2)[N:10]=[CH:9]1)C1C=CC=CC=1.C(N1C=C(I)N=C1)C1C=CC=CC=1.CC[Mg+].[Br-].[NH4+].[Cl-]>C(Cl)Cl>[NH:8]1[CH:12]=[C:11]([C:13]2([OH:17])[CH2:16][O:15][CH2:14]2)[N:10]=[CH:9]1 |f:2.3,4.5|. Reported procedure: 3-(1-benzyl-1H-imidazol-4-yl)oxetan-3-ol. A solution of 1-benzyl-4-iodo-1H-imidazole (6.0 g, 21.12 mmol) in DCM (80 mL) was treated with EtMgBr (3M in ether, 7.74 mL, 23.23 mmol) at rt and the mixture was stirred at RT overnight. The mixture was then poured onto saturated aqueous NH4Cl solution and extracted with DCM. The combined org. layers were dried over Na2SO4, filtered and concentrated in vacuo. The crude product was purified by flash-column chromatography over silicagel (Biotage Isolera F... Yields the product CC(C(=O)NC1=CC(=CC=C1)C1CCN(CC1)CCCCCC1=C(NC2=CC=C(C=C12)OC(F)(F)F)C1=CC=CC=C1)C (2-METHYL-N-[3-(1-{5-[2-PHENYL-5-(TRIFLUOROMETHOXY)-1H-INDOL-3-YL]PENTYL}-4-PIPERIDINYL)PHENYL]PROPANAMIDE). Reactants: CC(C(=O)NC1=CC(=CC=C1)C1CCN(CC1)CCCCCCC(C1=CC=CC=C1)=O)C (2-methyl-N-{3-[1-(7-oxo-7-phenylheptyl)-4-piperidinyl]phenyl}propanamide), Cl.FC(OC1=CC=C(C=C1)NN)(F)F (1-[4-(trifluoromethoxy)phenyl]hydrazine hydrochloride). RXN SMILES: [CH3:1][CH:2]([CH3:32])[C:3]([NH:5][C:6]1[CH:11]=[CH:10][CH:9]=[C:8]([CH:12]2[CH2:17][CH2:16][N:15]([CH2:18][CH2:19][CH2:20][CH2:21][CH2:22][CH2:23][C:24](=O)[C:25]3[CH:30]=[CH:29][CH:28]=[CH:27][CH:26]=3)[CH2:14][CH2:13]2)[CH:7]=1)=[O:4].Cl.[F:34][C:35]([F:46])([F:45])[O:36][C:37]1[CH:42]=[CH:41][C:40]([NH:43]N)=[CH:39][CH:38]=1>>[CH3:1][CH:2]([CH3:32])[C:3]([NH:5][C:6]1[CH:11]=[CH:10][CH:9]=[C:8]([CH:12]2[CH2:13][CH2:14][N:15]([CH2:18][CH2:19][CH2:20][CH2:21][CH2:22][C:23]3[C:41]4[C:40](=[CH:39][CH:38]=[C:37]([O:36][C:35]([F:46])([F:45])[F:34])[CH:42]=4)[NH:43][C:24]=3[C:25]3[CH:30]=[CH:29][CH:28]=[CH:27][CH:26]=3)[CH2:16][CH2:17]2)[CH:7]=1)=[O:4] |f:1.2|. Procedure details: Prepared by Procedure E and Scheme M using 2-methyl-N-{3-[1-(7-oxo-7-phenylheptyl)-4-piperidinyl]phenyl}propanamide and 1-[4-(trifluoromethoxy)phenyl]hydrazine hydrochloride: ESMS m/e: 592.3 (M+H)+. Reactants: [OH-].[K+] (potassium hydroxide), OC1=C(C=C(C=C1)C(C(F)(F)F)(C(F)(F)F)C1=CC(=C(C=C1)O)[N+](=O)[O-])[N+](=O)[O-] (2,2-bis-(4-hydroxy-3-nitrophenyl) -hexafluoropropane), C1(=CC=C(C=C1)S(=O)(=O)Cl)C (p-toluenesulfonyl chloride). Run in C(Cl)Cl (methylene chloride). Run at time 5 hour. Yields the product [N+](=O)([O-])C=1C=C(C=CC1OS(=O)(=O)C1=CC=C(C)C=C1)C(C(F)(F)F)(C(F)(F)F)C1=CC(=C(C=C1)OS(=O)(=O)C1=CC=C(C)C=C1)[N+](=O)[O-] (2,2-bis-(3-nitro-4-tosyloxyphenyl)-hexafluoropropane). Yield: 58.5%. As a reaction SMILES: [OH-:1].[K+].[OH:3][C:4]1[CH:9]=[CH:8][C:7]([C:10]([C:19]2[CH:24]=[CH:23][C:22]([OH:25])=[C:21]([N+:26]([O-:28])=[O:27])[CH:20]=2)([C:15]([F:18])([F:17])[F:16])[C:11]([F:14])([F:13])[F:12])=[CH:6][C:5]=1[N+:29]([O-:31])=[O:30].[C:32]1([CH3:42])[CH:37]=[CH:36][C:35]([S:38](Cl)(=[O:40])=[O:39])=[CH:34][CH:33]=1>C(Cl)Cl>[N+:26]([C:21]1[CH:20]=[C:19]([C:10]([C:7]2[CH:8]=[CH:9][C:4]([O:3][S:38]([C:35]3[CH:36]=[CH:37][C:32]([CH3:42])=[CH:33][CH:34]=3)(=[O:39])=[O:1])=[C:5]([N+:29]([O-:31])=[O:30])[CH:6]=2)([C:15]([F:18])([F:16])[F:17])[C:11]([F:13])([F:12])[F:14])[CH:24]=[CH:23][C:22]=1[O:25][S:38]([C:35]1[CH:36]=[CH:37][C:32]([CH3:42])=[CH:33][CH:34]=1)(=[O:40])=[O:39])([O-:28])=[O:27] |f:0.1|. Reported procedure: 11.5 g (0.205 mol) of potassium hydroxide are added to a solution of 42.6 g (0.1 mol) of 2,2-bis-(4-hydroxy-3-nitrophenyl) -hexafluoropropane and 39.1 g (0.205 mol) of p-toluenesulfonyl chloride in 300 ml of methylene chloride. The reaction mixture is then stirred at room temperature for five hours, in the course of which it turns an orange-yellow color. After precipitated potassium chloride (16 g) has been removed, the filtrate is dried over MgSO4. Removing the solvent and recrystallizing from ... Reactants: CC(=O)Cl, Nc1ccc2oc(SCc3ccc(Cl)cc3)nc2c1, O, c1ccncc1. The product is CC(=O)Nc1ccc2oc(SCc3ccc(Cl)cc3)nc2c1. RXN SMILES: [CH3:20][C:21]([Cl:22])=[O:23].[Cl:1][c:2]1[cH:3][cH:4][c:5]([CH2:6][S:7][c:8]2[o:9][c:10]3[c:11]([n:12]2)[cH:13][c:14]([NH2:17])[cH:15][cH:16]3)[cH:18][cH:19]1.[OH2:24].[cH:25]1[cH:26][cH:27][n:28][cH:29][cH:30]1>>[Cl:1][c:2]1[cH:3][cH:4][c:5]([CH2:6][S:7][c:8]2[o:9][c:10]3[c:11]([n:12]2)[cH:13][c:14]([NH:17][C:21]([CH3:20])=[O:23])[cH:15][cH:16]3)[cH:18][cH:19]1.